Dataset: the Open Reaction Database (ORD), a public repository of structured organic reaction records. Task: describe an organic reaction: reactants, conditions, products, and yield Reactants: C(C)(C)(C)OC(=O)NCCNC(=O)OCC1=CC=CC=2C3=CC=CC=C3CC12 (N-tert-butyloxycarbonyl-N'-fluorenylmethyloxycarbonylethylene-diamine), FC(C(=O)O)(F)F (trifluoroacetic acid), C1(=CC=CC=C1)OC (anisole). The solvent is ClCCl (dichloromethane). The product is FC(C(=O)O)(F)F.C1(=CC=CC=2C3=CC=CC=C3CC12)COC(=O)NCCN (Mono N-fluorenylmethyloxycarbonylethylenediamine trifluoroacetate). Reaction SMILES: C(OC([NH:8][CH2:9][CH2:10][NH:11][C:12]([O:14][CH2:15][C:16]1[C:28]2[CH2:27][C:26]3[C:21](=[CH:22][CH:23]=[CH:24][CH:25]=3)[C:20]=2[CH:19]=[CH:18][CH:17]=1)=[O:13])=O)(C)(C)C.[F:29][C:30]([F:35])([F:34])[C:31]([OH:33])=[O:32].C1(OC)C=CC=CC=1>ClCCl>[F:29][C:30]([F:35])([F:34])[C:31]([OH:33])=[O:32].[C:16]1([CH2:15][O:14][C:12]([NH:11][CH2:10][CH2:9][NH2:8])=[O:13])[C:28]2[CH2:27][C:26]3[C:21](=[CH:22][CH:23]=[CH:24][CH:25]=3)[C:20]=2[CH:19]=[CH:18][CH:17]=1 |f:4.5|. Procedure: N-tert-butyloxycarbonyl-N'-fluorenylmethyloxycarbonylethylene-diamine (20.0 g, 0.052 mol) was treated with trifluoroacetic acid and anisole in dichloromethane (10:10:1) for 1 hour at room temperatute. After evaporation to dryness the crude product was crystallized from solvent mixture of ethyl acetate-n-hexane. Yield 15.0 g (73%). NMR (300 MHz, DMSO-d6, 25° C.) d: 2.85 (m, 2H, CaH2), 3.22 (m, 2H, CbH2), 4.23-4.36 (m, 3H, Fmoc OCH2CH--), 7.37 (m, 1H, NH), 7.34-7.89 (m, 8H, Fmoc), 7.77 (br, 2H, NH... The reactants are sodium hydrogensulfide anhydride, ClCCC[Si](OC)(OC)OC (3-chloropropyltrimethoxy silane), S (hydrogen sulfide), S (hydrogen sulfide), S (hydrogen sulfide). Run in CO (methanol). Reaction conditions: temperature 70 celsius, time 1 hour. Product: SCCC[Si](OC)(OC)OC (3-mercaptopropyltrimethoxy silane). Yield: 94.1%. RXN SMILES: [SH2:1].Cl[CH2:3][CH2:4][CH2:5][Si:6]([O:11][CH3:12])([O:9][CH3:10])[O:7][CH3:8]>CO>[SH:1][CH2:3][CH2:4][CH2:5][Si:6]([O:11][CH3:12])([O:9][CH3:10])[O:7][CH3:8]. Procedure: 267.6 g of a methanol solution of 22% sodium hydrogensulfide anhydride (1.05 mol) was put into an autoclave with an internal volume of 1 liter, and the air was replaced by nitrogen. 0.3 mol of hydrogen sulfide was then blown in and the system was pressurized to 0.9 kgf/cm2 to oversaturate hydrogen sulfide. After heating the system up to 70° C., 198.7 g (1.0 mole) of 3-chloropropyltrimethoxy silane was dripped for 3 hours, and, during the dripping, 0.05 mol of hydrogen sulfide was blown into the ... Yield: 109.6%. Run in CN(C)C=O (DMF). Run at time 8 hour. The reactants are N1CCC2(CC1)CCC1=CC=CC=C12 (2,3-dihydrospiro[indene-1,4′-piperidine]), C(=O)([O-])[O-].[Cs+].[Cs+] (Cs2CO3), BrCC1=CC=C(C=C1)CO ([4-(bromomethyl)phenyl]methanol), O (water). RXN SMILES: [NH:1]1[CH2:6][CH2:5][C:4]2([C:14]3[C:9](=[CH:10][CH:11]=[CH:12][CH:13]=3)[CH2:8][CH2:7]2)[CH2:3][CH2:2]1.C([O-])([O-])=O.[Cs+].[Cs+].Br[CH2:22][C:23]1[CH:28]=[CH:27][C:26]([CH2:29][OH:30])=[CH:25][CH:24]=1.O>CN(C=O)C>[N:1]1([CH2:22][C:23]2[CH:28]=[CH:27][C:26]([CH2:29][OH:30])=[CH:25][CH:24]=2)[CH2:6][CH2:5][C:4]2([C:14]3[C:9](=[CH:10][CH:11]=[CH:12][CH:13]=3)[CH2:8][CH2:7]2)[CH2:3][CH2:2]1 |f:1.2.3|. Procedure: To a stirred solution of 2,3-dihydrospiro[indene-1,4′-piperidine] (0.4 g, 1.78 mmol) in DMF (12 mL) is added Cs2CO3 (1.4 g, 4.4 mmol) and [4-(bromomethyl)phenyl]methanol (0.36 g, 1.78 mmol) and the reaction mixture is stirred overnight at room temperature. The reaction mixture is poured into cold water and extracted with EtOAc (3×50 mL). The combined organic layer is washed with brine solution, dried over Na2SO4, and concentrated under vacuum. The crude material is purified by silica gel chromat... The product is N1(CCC2(CC1)CCC1=CC=CC=C12)CC1=CC=C(C=C1)CO ([4-(Spiro[indane-1,4′-piperidine]-1′-ylmethyl)phenyl]methanol). Starting materials: OC1C(C=C(C(CC1(C)C)=O)C)OC(C1=CC=C(C=C1)[N+](=O)[O-])=O (5-Hydroxy-4-(4-nitrobenzoyloxy)-2,6,6-trimethyl-2-cyclohepten-1-one), C(C)O (ethanol). Yields the product C(C)OC12C(=CC(C(C(C1)(C)C)O2)OC(C2=CC=C(C=C2)[N+](=O)[O-])=O)C (1-ethoxy-4-(4-nitrobenzoyloxy)-2,6,6-trimethyl-8-oxabicyclo[3.2.1]oct-2-ene). The yield is 64.0%. As a reaction SMILES: [OH:1][CH:2]1[C:8]([CH3:10])([CH3:9])[CH2:7][C:6](=[O:11])[C:5]([CH3:12])=[CH:4][CH:3]1[O:13][C:14](=[O:24])[C:15]1[CH:20]=[CH:19][C:18]([N+:21]([O-:23])=[O:22])=[CH:17][CH:16]=1.[CH2:25](O)[CH3:26]>>[CH2:25]([O:11][C:6]12[O:1][CH:2]([C:8]([CH3:9])([CH3:10])[CH2:7]1)[CH:3]([O:13][C:14](=[O:24])[C:15]1[CH:20]=[CH:19][C:18]([N+:21]([O-:23])=[O:22])=[CH:17][CH:16]=1)[CH:4]=[C:5]2[CH3:12])[CH3:26]. Reported procedure: 5-Hydroxy-4-(4-nitrobenzoyloxy)-2,6,6-trimethyl-2-cyclohepten-1-one (1.00 g, 3.0 mM) obtained in Example 44 was treated with ethanol (20 ml) according to the procedures described in Example 99 and crystallized from a mixed solution of ethyl acetate and hexane to obtain 0.7 g (64%) of 1-ethoxy-4-(4-nitrobenzoyloxy)-2,6,6-trimethyl-8-oxabicyclo[3.2.1]oct-2-ene (AU246) as light yellow flakes. Melting point: 144° to 146° C.